Dataset: the Open Reaction Database (ORD), a public repository of structured organic reaction records. Task: describe an organic reaction: reactants, conditions, products, and yield The yield is 90.1%. Procedure details: A 23.8 g (0.165 mole) quantity of sodium benzoate was added with stirring to a mixture of 12.1 g (0.05 mole) of methyl 5-chloro-3-propionylsalicylate and 21.1 g (0.15 mole) of benzoyl chloride. The resulting mixture was heated at 180° to 190° C. in an oil bath for 8 hours to undergo reaction. After cooling, 100 ml of a 5% aqueous solution of sodium carbonate was added to the reaction mixture and the admixture was stirred. The solids formed were recrystallized from alcohol, giving 14.8 g (90.1%) ... Starting materials: C(C1=CC=CC=C1)(=O)[O-].[Na+] (sodium benzoate), ClC1=CC(=C(C(C(=O)OC)=C1)O)C(CC)=O (methyl 5-chloro-3-propionylsalicylate), C(C1=CC=CC=C1)(=O)Cl (benzoyl chloride), aqueous solution, C([O-])([O-])=O.[Na+].[Na+] (sodium carbonate). Product: ClC=1C=C2C(C(=C(OC2=C(C1)C(=O)OC)C1=CC=CC=C1)C)=O (methyl 6-chloro-3-methylflavone-8-carboxylate). As a reaction SMILES: C([O-])(=O)[C:2]1[CH:7]=[CH:6][CH:5]=[CH:4][CH:3]=1.[Na+].[Cl:11][C:12]1[CH:21]=[C:16]([C:17]([O:19][CH3:20])=[O:18])[C:15]([OH:22])=[C:14]([C:23](=[O:26])[CH2:24][CH3:25])[CH:13]=1.[C:27](Cl)(=O)C1C=CC=CC=1.C(=O)([O-])[O-].[Na+].[Na+]>>[Cl:11][C:12]1[CH:13]=[C:14]2[C:15](=[C:16]([C:17]([O:19][CH3:20])=[O:18])[CH:21]=1)[O:22][C:25]([C:2]1[CH:7]=[CH:6][CH:5]=[CH:4][CH:3]=1)=[C:24]([CH3:27])[C:23]2=[O:26] |f:0.1,4.5.6|. Starting materials: CC(C)(C)OC(=O)N1CCC(CSc2ccccc2F)CC1, CCOC(C)=O, ClC(Cl)Cl, [Na+], [Na+], O=C(OO)c1cccc(Cl)c1, O=S([O-])([O-])=S. Yields the product CC(C)(C)OC(=O)N1CCC(CS(=O)c2ccccc2F)CC1. RXN SMILES: [C:1]([CH3:2])([CH3:3])([CH3:4])[O:5][C:6](=[O:7])[N:8]1[CH2:9][CH2:10][CH:11]([CH2:14][S:15][c:16]2[c:17]([F:22])[cH:18][cH:19][cH:20][cH:21]2)[CH2:12][CH2:13]1.[CH3:41][CH2:42][O:43][C:44](=[O:45])[CH3:46].[CH:47]([Cl:48])([Cl:49])[Cl:50].[Na+:39].[Na+:40].[OH:23][O:24][C:25]([c:26]1[cH:27][c:28]([Cl:29])[cH:30][cH:31][cH:32]1)=[O:33].[S:34]([O-:35])([O-:36])(=[O:37])=[S:38]>>[C:1]([CH3:2])([CH3:3])([CH3:4])[O:5][C:6](=[O:7])[N:8]1[CH2:9][CH2:10][CH:11]([CH2:14][S:15]([c:16]2[c:17]([F:22])[cH:18][cH:19][cH:20][cH:21]2)=[O:23])[CH2:12][CH2:13]1. Starting materials: COC(=O)N1CC(N(CC1)C(C(C(C)C)NC(=O)OC)=O)C=1NC=C(N1)C1=CC=C(C=C1)C#CC1=CC=C(C=C1)C=1NC(=NC1)C1N(CCC1)C(C(C(C)C)NC(=O)OC)=O (4-(2-Methoxycarbonylamino-3-methyl-butyryl)-3-{4-[4-(4-{2-[1-(2-methoxycarbonylamino-3-methyl-butyryl)-pyrrolidin-2-yl]-3H-imidazol-4-yl}-phenylethynyl)-phenyl]-1H-imidazol-2-yl}-piperazine-1-carboxylic acid methyl ester), N[C@@H](C)C(=O)O (alanine), C(N)([O-])=O (carbamate), N[C@@H](C(C)C)C(=O)O (valine), C(N)([O-])=O (carbamate). Reported procedure: was prepared in a similar fashion to 4-(2-Methoxycarbonylamino-3-methyl-butyryl)-3-{4-[4-(4-{2-[1-(2-methoxycarbonylamino-3-methyl-butyryl)-pyrrolidin-2-yl]-3H-imidazol-4-yl}-phenylethynyl)-phenyl]-1H-imidazol-2-yl}-piperazine-1-carboxylic acid methyl ester (example DP), replacing the valine derived carbamate with the corresponding alanine derived carbamate. Reaction SMILES: [CH3:1][O:2][C:3]([N:5]1[CH2:10][CH2:9][N:8]([C:11](=[O:21])[CH:12]([NH:16][C:17]([O:19][CH3:20])=[O:18])[CH:13](C)C)[CH:7]([C:22]2[NH:23][CH:24]=[C:25]([C:27]3[CH:32]=[CH:31][C:30]([C:33]#[C:34][C:35]4[CH:40]=[CH:39][C:38]([C:41]5[NH:42][C:43]([CH:46]6[CH2:50][CH2:49][CH2:48][N:47]6[C:51](=[O:61])[CH:52]([NH:56][C:57]([O:59][CH3:60])=[O:58])[CH:53]([CH3:55])[CH3:54])=[N:44][CH:45]=5)=[CH:37][CH:36]=4)=[CH:29][CH:28]=3)[N:26]=2)[CH2:6]1)=[O:4].N[C@H](C(O)=O)C(C)C.C(=O)([O-])N.N[C@H](C(O)=O)C>>[CH3:1][O:2][C:3]([N:5]1[CH2:10][CH2:9][N:8]([C:11](=[O:21])[CH:12]([NH:16][C:17]([O:19][CH3:20])=[O:18])[CH3:13])[CH:7]([C:22]2[NH:23][CH:24]=[C:25]([C:27]3[CH:28]=[CH:29][C:30]([C:33]#[C:34][C:35]4[CH:40]=[CH:39][C:38]([C:41]5[NH:42][C:43]([CH:46]6[CH2:50][CH2:49][CH2:48][N:47]6[C:51](=[O:61])[CH:52]([NH:56][C:57]([O:59][CH3:60])=[O:58])[CH:53]([CH3:55])[CH3:54])=[N:44][CH:45]=5)=[CH:37][CH:36]=4)=[CH:31][CH:32]=3)[N:26]=2)[CH2:6]1)=[O:4]. The product is COC(=O)N1CC(N(CC1)C(C(C)NC(=O)OC)=O)C=1NC=C(N1)C1=CC=C(C=C1)C#CC1=CC=C(C=C1)C=1NC(=NC1)C1N(CCC1)C(C(C(C)C)NC(=O)OC)=O (3-{4-[4-(4-{2-[1-(2-Methoxycarbonylamino-3-methyl-butyryl)-pyrrolidin-2-yl]-3H-imidazol-4-yl}-phenylethynyl)-phenyl]-1H-imidazol-2-yl}-4-(2-methoxycarbonylamino-propionyl)-piperazine-1-carboxylic acid methyl ester). Reactants: BrC=1C=C2C(C(N(C2=CC1)CC1=C(C=CC=C1)Cl)=O)=O (5-bromo-1-(2-chloro-benzyl)-1H-indole-2,3-dione), CC1=C(C(=CC=C1)C)O (2,6-dimethylphenol), ice water, ice water, C(=O)(O)[O-].[Na+] (NaHCO3). Solvent: C(Cl)Cl (CH2Cl2), FC(S(=O)(=O)O)(F)F (trifluoromethanesulfonic acid). The product is BrC=1C=C2C(C(N(C2=CC1)CC1=C(C=CC=C1)Cl)=O)(C1=CC(=C(C(=C1)C)O)C)C1=CC(=C(C(=C1)C)O)C (5-Bromo-1-(2-chloro-benzyl)-3,3-bis-(4-hydroxy-3,5-dimethyl-phenyl)-1,3-dihydro-indol-2-one). As a reaction SMILES: [Br:1][C:2]1[CH:3]=[C:4]2[C:8](=[CH:9][CH:10]=1)[N:7]([CH2:11][C:12]1[CH:17]=[CH:16][CH:15]=[CH:14][C:13]=1[Cl:18])[C:6](=[O:19])[C:5]2=O.[CH3:21][C:22]1[CH:27]=[CH:26][CH:25]=[C:24]([CH3:28])[C:23]=1[OH:29].[C:30]([O-:33])(O)=O.[Na+]>FC(F)(F)S(O)(=O)=O.C(Cl)Cl>[Br:1][C:2]1[CH:3]=[C:4]2[C:8](=[CH:9][CH:10]=1)[N:7]([CH2:11][C:12]1[CH:17]=[CH:16][CH:15]=[CH:14][C:13]=1[Cl:18])[C:6](=[O:19])[C:5]2([C:2]1[CH:3]=[C:4]([CH3:5])[C:30]([OH:33])=[C:9]([CH3:8])[CH:10]=1)[C:26]1[CH:25]=[C:24]([CH3:28])[C:23]([OH:29])=[C:22]([CH3:21])[CH:27]=1 |f:2.3|. Reported procedure: Combine crude 5-bromo-1-(2-chloro-benzyl)-1H-indole-2,3-dione (72 mg, 0.21 mmol) with 2,6-dimethylphenol (200 mg, 1.64 mmol) in trifluoromethanesulfonic acid (1 mL) and stir for 1 h. Dilute with CH2Cl2 and stir with ice water for 20 min. Pipette off ice water and stir with saturated NaHCO3 solution for 20 min. Remove aqueous by pipette and pass organic layer through a 5 mL Varian Chem Elut column. Concentrate in vacuo to give 131 mg solid. Triturate in MeOH to give 50 mg (41%) of a white solid. ... Reactants: BrCc1ccccc1, CC(Cc1ccc(C(C)(C)C)cc1)CN1CCN(C)CC1, CCOC(C)=O. Yields the product [Br-], CC(Cc1ccc(C(C)(C)C)cc1)CN1CC[N+](C)(Cc2ccccc2)CC1. Reaction SMILES: [Br:22][CH2:23][c:24]1[cH:25][cH:26][cH:27][cH:28][cH:29]1.[CH3:1][N:2]1[CH2:3][CH2:4][N:5]([CH2:8][CH:9]([CH2:10][c:11]2[cH:12][cH:13][c:14]([C:17]([CH3:18])([CH3:19])[CH3:20])[cH:15][cH:16]2)[CH3:21])[CH2:6][CH2:7]1.[CH3:30][CH2:31][O:32][C:33](=[O:34])[CH3:35]>>[Br-:22].[CH3:1][N+:2]1([CH2:23][c:24]2[cH:25][cH:26][cH:27][cH:28][cH:29]2)[CH2:3][CH2:4][N:5]([CH2:8][CH:9]([CH2:10][c:11]2[cH:12][cH:13][c:14]([C:17]([CH3:18])([CH3:19])[CH3:20])[cH:15][cH:16]2)[CH3:21])[CH2:6][CH2:7]1. The reactants are ClC1=NC=CC=C1N1CCOCC1 (4-(2-chloropyridin-3-yl)morpholine), S1C(=NC2=C1C=CC=C2)NC2=CC=C(C=C2)O (4-(benzo[d]thiazol-2-ylamino)phenol), C([O-])([O-])=O.[Cs+].[Cs+] (cesium carbonate). Run in CS(=O)C (DMSO), [Cl-].[Na+] (sodium chloride). Product: O1CCN(CC1)C=1C(=NC=CC1)OC1=CC=C(C=C1)NC=1SC2=C(N1)C=CC=C2 (N-(4-(3-morpholinopyridin-2-yloxy)phenyl)benzo[d]thiazol-2-amine). Reaction SMILES: Cl[C:2]1[C:7]([N:8]2[CH2:13][CH2:12][O:11][CH2:10][CH2:9]2)=[CH:6][CH:5]=[CH:4][N:3]=1.[S:14]1[C:18]2[CH:19]=[CH:20][CH:21]=[CH:22][C:17]=2[N:16]=[C:15]1[NH:23][C:24]1[CH:29]=[CH:28][C:27]([OH:30])=[CH:26][CH:25]=1.C(=O)([O-])[O-].[Cs+].[Cs+]>CS(C)=O.[Cl-].[Na+]>[O:11]1[CH2:12][CH2:13][N:8]([C:7]2[C:2]([O:30][C:27]3[CH:26]=[CH:25][C:24]([NH:23][C:15]4[S:14][C:18]5[CH:19]=[CH:20][CH:21]=[CH:22][C:17]=5[N:16]=4)=[CH:29][CH:28]=3)=[N:3][CH:4]=[CH:5][CH:6]=2)[CH2:9][CH2:10]1 |f:2.3.4,6.7|. Procedure details: To a round bottomed flask was added 4-(2-chloropyridin-3-yl)morpholine (0.2076 g, 1.045 mmol), 4-(benzo[d]thiazol-2-ylamino)phenol (0.304 g, 1.254 mmol), and cesium carbonate (0.409 g, 1.254 mmol) in DMSO (3.48 mL) at 80° C. for two days. The reaction was allowed to cool to room temperature. The reaction mixture was diluted with a 50% sodium chloride solution and extracted with DCM. The organic extract was washed with water, brine, dried with magnesium sulfate, filtered, and concentrated. The cr...